Dataset: the Open Reaction Database (ORD), a public repository of structured organic reaction records. Task: describe an organic reaction: reactants, conditions, products, and yield Reactants: CCOC(=O)NC(=S)N1CCOCC1, CCN(C(C)C)C(C)C, C[n+]1ccccc1Cl, ClCCl, Cl, Cl, [I-], CN1CCC(C#N)(NC(=O)C(N)CC2CCCCC2)CC1, O=C(O)CC(O)(CC(=O)O)C(=O)O. Product: CCOC(=O)N=C(NC(CC1CCCCC1)C(=O)NC1(C#N)CCN(C)CC1)N1CCOCC1. As a reaction SMILES: [CH2:10]([CH3:11])[O:12][C:13]([NH:14][C:15](=[S:16])[N:17]1[CH2:18][CH2:19][O:20][CH2:21][CH2:22]1)=[O:23].[CH:47]([N:48]([CH2:49][CH3:50])[CH:51]([CH3:52])[CH3:53])([CH3:54])[CH3:55].[Cl:2][c:3]1[cH:4][cH:5][cH:6][cH:7][n+:8]1[CH3:9].[Cl:56][CH2:57][Cl:58].[ClH:24].[ClH:25].[I-:1].[NH2:26][CH:27]([C:28](=[O:29])[NH:30][C:31]1([C:38]#[N:39])[CH2:32][CH2:33][N:34]([CH3:37])[CH2:35][CH2:36]1)[CH2:40][CH:41]1[CH2:42][CH2:43][CH2:44][CH2:45][CH2:46]1.[OH:59][C:60]([CH2:61][C:62]([C:63](=[O:64])[OH:65])([CH2:66][C:67](=[O:68])[OH:69])[OH:70])=[O:71]>>[CH2:10]([CH3:11])[O:12][C:13]([N:14]=[C:15]([N:17]1[CH2:18][CH2:19][O:20][CH2:21][CH2:22]1)[NH:26][CH:27]([C:28](=[O:29])[NH:30][C:31]1([C:38]#[N:39])[CH2:32][CH2:33][N:34]([CH3:37])[CH2:35][CH2:36]1)[CH2:40][CH:41]1[CH2:42][CH2:43][CH2:44][CH2:45][CH2:46]1)=[O:23]. Starting materials: C1(CC1)CN1CCC(CC1)=O (1-cyclopropylmethyl-piperidin-4-one), [BH4-].[Na+] (sodium borohydride), O (Water), [OH-].[Na+] (sodium hydroxide). Solvent: C(C)O (ethanol), ClCCl (dichloromethane). Reaction conditions: time 16 hour. Product: C1(CC1)CN1CCC(CC1)O (1-Cyclopropylmethyl-piperidin-4-ol). The yield is 51.5%. As a reaction SMILES: [CH:1]1([CH2:4][N:5]2[CH2:10][CH2:9][C:8](=[O:11])[CH2:7][CH2:6]2)[CH2:3][CH2:2]1.[BH4-].[Na+].O.[OH-].[Na+]>C(O)C.ClCCl>[CH:1]1([CH2:4][N:5]2[CH2:10][CH2:9][CH:8]([OH:11])[CH2:7][CH2:6]2)[CH2:2][CH2:3]1 |f:1.2,4.5|. Reported procedure: To a cold (0° C.) solution of 1-cyclopropylmethyl-piperidin-4-one (314 mg, 2 mmol, 1.0 eq.) in ethanol (4 mL) was added sodium borohydride (61 mg, 2 mmol, 0.75 eq.). The reaction mixture was stirred 16 h at room temperature. Water, sodium hydroxide and dichloromethane were added and the reaction mixture was stirred 2 h at room temperature. The aqueous layer was extracted with dichloromethane and the combined organic phases were dried over sodium sulfate, filtered then concentrated to dryness in ... Yields the product CN1C(N(CC1=O)C1=NC=C(C=C1)C(=O)N1CCN(CC1)C1=NC(=C(C=C1C)C)C)=O (3-methyl-1-{5-[4-(3,5,6-trimethylpyridin-2-yl)piperazine-1-carbonyl]pyridin-2-yl}imidazolidine-2,4-dione). Reactants: BrC1=CC=C(C=N1)C(=O)N1CCN(CC1)C1=NC(=C(C=C1C)C)C ((6-bromopyridin-3-yl)[4-(3,5,6-trimethylpyridin-2-yl)piperazin-1-yl]methanone), CN1C(NCC1=O)=O (3-methylimidazolidine-2,4-dione). Isolated yield 39.6%. Procedure: Using (6-bromopyridin-3-yl)[4-(3,5,6-trimethylpyridin-2-yl)piperazin-1-yl]methanone (156 mg) described in Preparation Example 205 and 3-methylimidazolidine-2,4-dione (68 mg) described in Preparation Example 214 and by the reaction and treatment in the same manner as in Example 536, the title compound (67 mg) was obtained. RXN SMILES: Br[C:2]1[N:7]=[CH:6][C:5]([C:8]([N:10]2[CH2:15][CH2:14][N:13]([C:16]3[C:21]([CH3:22])=[CH:20][C:19]([CH3:23])=[C:18]([CH3:24])[N:17]=3)[CH2:12][CH2:11]2)=[O:9])=[CH:4][CH:3]=1.[CH3:25][N:26]1[C:30](=[O:31])[CH2:29][NH:28][C:27]1=[O:32]>>[CH3:25][N:26]1[C:30](=[O:31])[CH2:29][N:28]([C:2]2[CH:3]=[CH:4][C:5]([C:8]([N:10]3[CH2:15][CH2:14][N:13]([C:16]4[C:21]([CH3:22])=[CH:20][C:19]([CH3:23])=[C:18]([CH3:24])[N:17]=4)[CH2:12][CH2:11]3)=[O:9])=[CH:6][N:7]=2)[C:27]1=[O:32]. Starting materials: [Cl-].[Al+3].[Cl-].[Cl-] (aluminum chloride), FC=1C=C(C=CC1)C (m-fluorotoluene), C(C)(=O)N1CCC(C(=O)Cl)CC1 (1-acetylisonipecotoyl chloride). Solvent: C(CCl)Cl (ethylene dichloride). Product: C(C)(=O)N1CCC(CC1)C(C1=C(C=C(C=C1)C)F)=O (1-acetyl-4-(2-fluoro-4-methylbenzoyl)piperidine). RXN SMILES: [C:1]([N:4]1[CH2:12][CH2:11][CH:7]([C:8](Cl)=[O:9])[CH2:6][CH2:5]1)(=[O:3])[CH3:2].[Cl-].[Al+3].[Cl-].[Cl-].[F:17][C:18]1[CH:19]=[C:20]([CH3:24])[CH:21]=[CH:22][CH:23]=1>C(Cl)CCl>[C:1]([N:4]1[CH2:12][CH2:11][CH:7]([C:8](=[O:9])[C:23]2[CH:22]=[CH:21][C:20]([CH3:24])=[CH:19][C:18]=2[F:17])[CH2:6][CH2:5]1)(=[O:3])[CH3:2] |f:1.2.3.4|. Procedure: By following the manipulative procedure described above in Example 4(a), 25 g of 1-acetylisonipecotoyl chloride are added to stirred suspension of 25 g of aluminum chloride and 14 g of m-fluorotoluene in 220 ml of ethylene dichloride to produce the oil, 1-acetyl-4-(2-fluoro-4-methylbenzoyl)piperidine.